From a dataset of the Open Reaction Database (ORD), a public repository of structured organic reaction records. describe an organic reaction: reactants, conditions, products, and yield The reactants are O (water), C(C)(=O)[O-].[Na+] (sodium acetate), NO (hydroxylamine), C(C1=CC=CC=C1)OC1=C(C=O)C=CC(=C1OC)OC (2-benzyloxy-3,4-dimethoxybenzaldehyde). Solvent: C(C)(=O)O (acetic acid). The product is C(C1=CC=CC=C1)OC1=C(C#N)C=CC(=C1OC)OC (2-Benzyloxy-3,4-dimethoxybenzonitrile). RXN SMILES: C([O-])(=O)C.[Na+].[NH2:6]O.[CH2:8]([O:15][C:16]1[C:23]([O:24][CH3:25])=[C:22]([O:26][CH3:27])[CH:21]=[CH:20][C:17]=1[CH:18]=O)[C:9]1[CH:14]=[CH:13][CH:12]=[CH:11][CH:10]=1.O>C(O)(=O)C>[CH2:8]([O:15][C:16]1[C:23]([O:24][CH3:25])=[C:22]([O:26][CH3:27])[CH:21]=[CH:20][C:17]=1[C:18]#[N:6])[C:9]1[CH:14]=[CH:13][CH:12]=[CH:11][CH:10]=1 |f:0.1|. Reported procedure: A slurry of sodium acetate (17.06 g, 0.208 mol) and hydroxylamine (14.45 g, 0.208 mol) in glacial acetic acid (120 ml) was added to 2-benzyloxy-3,4-dimethoxybenzaldehyde (28.3 g, 0.104 mol) and the resulting suspension stirred at reflux for 18 hours. On cooling, water (250 ml) was added and the mixture extracted with dichloromethane (500 ml). The combined organic extracts were dried (MgSO4), filtered and evaporated under reduced pressure. The crude product was purified on silica gel eluting with... The reactants are CC(C(=O)O)N1CCC(Cc2ccccc2)CC1, CCOCC, Cl, Nc1ccc2c(c1)CC(=O)N2. Yields the product CC(C(=O)Nc1ccc2c(c1)CC(=O)N2)N1CCC(Cc2ccccc2)CC1. RXN SMILES: [CH2:13]([c:14]1[cH:15][cH:16][cH:17][cH:18][cH:19]1)[CH:20]1[CH2:21][CH2:22][N:23]([CH:26]([C:27](=[O:28])[OH:29])[CH3:30])[CH2:24][CH2:25]1.[CH2:31]([O:32][CH2:33][CH3:34])[CH3:35].[ClH:12].[NH2:1][c:2]1[cH:3][c:4]2[c:8]([cH:9][cH:10]1)[NH:7][C:6](=[O:11])[CH2:5]2>>[NH:1]([c:2]1[cH:3][c:4]2[c:8]([cH:9][cH:10]1)[NH:7][C:6](=[O:11])[CH2:5]2)[C:27]([CH:26]([N:23]1[CH2:22][CH2:21][CH:20]([CH2:13][c:14]2[cH:15][cH:16][cH:17][cH:18][cH:19]2)[CH2:25][CH2:24]1)[CH3:30])=[O:28]. The reactants are O1C(OCC1)C=1C=C2C(=CC(OC2=C(C1)OC)(C)C)CO ((6-[1,3]dioxolan-2-yl-8-methoxy-2,2-dimethyl-2H-chromen-4-yl)-methanol), Cl (HCl), ice AcOEt. The solvent is C1CCOC1 (THF). Yields the product OCC1=CC(OC2=C(C=C(C=C12)C=O)OC)(C)C (4-Hydroxymethyl-8-methoxy-2,2-dimethyl-2H-chromene-6-carbaldehyde). Reaction SMILES: [O:1]1CCO[CH:2]1[C:6]1[CH:7]=[C:8]2[C:13](=[C:14]([O:16][CH3:17])[CH:15]=1)[O:12][C:11]([CH3:19])([CH3:18])[CH:10]=[C:9]2[CH2:20][OH:21].Cl>C1COCC1>[OH:21][CH2:20][C:9]1[C:8]2[C:13](=[C:14]([O:16][CH3:17])[CH:15]=[C:6]([CH:2]=[O:1])[CH:7]=2)[O:12][C:11]([CH3:19])([CH3:18])[CH:10]=1. Reported procedure: The above prepared (6-[1,3]dioxolan-2-yl-8-methoxy-2,2-dimethyl-2H-chromen-4-yl)-methanol was dissolved in 3 ml of THF and treated at 0° with 1.5 ml of 3N HCl. 60 min. later, the reaction mixture was poured onto crushed ice/AcOEt, the organic layer washed with water and brine, dried over magnesium sulfate and evaporated to dryness. Flash chromatography (SiO2 with n-hexane/AcOEt=1/1) afforded 123 mg of the title compound as colourless, viscous oil. Reactants: O=C([O-])[O-], Cl, Fc1ccc(C(Cl)c2ccc(F)cc2)cc1, [I-], [K+], [K+], [K+], OCCCCC1CCNCC1, Cc1ccc(S(=O)(=O)[O-])cc1, C1=COCCC1, c1cc[nH+]cc1. Yields the product OCCCCC1CCN(C(c2ccc(F)cc2)c2ccc(F)cc2)CC1. RXN SMILES: [C:30](=[O:31])([O-:32])[O-:33].[ClH:1].[F:36][c:37]1[cH:38][cH:39][c:40]([CH:43]([Cl:44])[c:45]2[cH:46][cH:47][c:48]([F:51])[cH:49][cH:50]2)[cH:41][cH:42]1.[I-:53].[K+:34].[K+:35].[K+:52].[NH:2]1[CH2:3][CH2:4][CH:5]([CH2:8][CH2:9][CH2:10][CH2:11][OH:12])[CH2:6][CH2:7]1.[O-:13][S:14]([c:15]1[cH:16][cH:17][c:18]([CH3:19])[cH:20][cH:21]1)(=[O:22])=[O:23].[O:54]1[CH:55]=[CH:56][CH2:57][CH2:58][CH2:59]1.[nH+:24]1[cH:25][cH:26][cH:27][cH:28][cH:29]1>>[N:2]1([CH:43]([c:40]2[cH:39][cH:38][c:37]([F:36])[cH:42][cH:41]2)[c:45]2[cH:46][cH:47][c:48]([F:51])[cH:49][cH:50]2)[CH2:3][CH2:4][CH:5]([CH2:8][CH2:9][CH2:10][CH2:11][OH:12])[CH2:6][CH2:7]1. Product: COC(C1=CN=C(C=C1OC1=C(C=CC(=C1)Cl)Cl)C)=O (4-(2,5-Dichloro-phenoxy)-6-methyl-nicotinic acid methyl ester). Procedure details: To a solution of 0.53 g (2.855 mmol) 4-chloro-6-methyl-nicotinic acid methyl ester (commercially available, CAS RN 886372-05-0) in 7.5 mL dry N,N-dimethylformamide was added 489 mg (2.998 mmol) 2,5-dichlorophenol, 789 mg (5.711 mmol) potassium carbonate, 54 mg (0.286 mmol) copper(I)iodide and 54 mg (0.857 mmol) copper nanopowder (avg. particel size 100 nm). The reaction mixture was stirred at 120° C. for 3 hours and then poured on 30 mL 1M aqueous hydrochloric acid and 30 mL ethyl acetate. The l... Starting materials: Cl (hydrochloric acid), COC(C1=CN=C(C=C1Cl)C)=O (4-chloro-6-methyl-nicotinic acid methyl ester), ClC1=C(C=C(C=C1)Cl)O (2,5-dichlorophenol), C([O-])([O-])=O.[K+].[K+] (potassium carbonate). Conditions: temperature 120 celsius, time 3 hour. Yield: 48.5%. The solvent is C(C)(=O)OCC (ethyl acetate), CN(C=O)C (N,N-dimethylformamide). Reagents/catalysts: [Cu]I (copper(I)iodide), [Cu] (copper). Reaction SMILES: [CH3:1][O:2][C:3](=[O:12])[C:4]1[C:9](Cl)=[CH:8][C:7]([CH3:11])=[N:6][CH:5]=1.[Cl:13][C:14]1[CH:19]=[CH:18][C:17]([Cl:20])=[CH:16][C:15]=1[OH:21].C(=O)([O-])[O-].[K+].[K+].Cl>CN(C)C=O.[Cu]I.[Cu].C(OCC)(=O)C>[CH3:1][O:2][C:3](=[O:12])[C:4]1[C:9]([O:21][C:15]2[CH:16]=[C:17]([Cl:20])[CH:18]=[CH:19][C:14]=2[Cl:13])=[CH:8][C:7]([CH3:11])=[N:6][CH:5]=1 |f:2.3.4|. The reactants are NC1=C(C(=O)OC)C=C(C=C1C)C(F)(F)F (Methyl 2-amino-3-methyl-5-(trifluoromethyl)benzoate), C(C)(=O)OC(C)=O (acetic anhydride), N(=O)OCCC(C)C (isoamyl nitrite), C(C)(=O)[O-].[K+] (potassium acetate). The solvent is C(Cl)(Cl)Cl (chloroform). Run at time 1 hour. The product is FC(C=1C=C2C=NNC2=C(C1)C(=O)OC)(F)F (Methyl 5-(trifluoromethyl)-1H-indazole-7-carboxylate). Reaction SMILES: [NH2:1][C:2]1[C:11]([CH3:12])=[CH:10][C:9]([C:13]([F:16])([F:15])[F:14])=[CH:8][C:3]=1[C:4]([O:6][CH3:7])=[O:5].C(OC(=O)C)(=O)C.C([O-])(=O)C.[K+].[N:29](OCCC(C)C)=O>C(Cl)(Cl)Cl>[F:16][C:13]([F:14])([F:15])[C:9]1[CH:10]=[C:11]2[C:2](=[C:3]([C:4]([O:6][CH3:7])=[O:5])[CH:8]=1)[NH:1][N:29]=[CH:12]2 |f:2.3|. Procedure: To a solution of compound 3, at 0° C. and under nitrogen atmosphere, in chloroform (0.3M) was added acetic anhydride (2.3 equiv.) drop wise and the resulting mixture was stirred for 1 h at r.t. Then potassium acetate (0.2 equiv.) was added followed by addition of isoamyl nitrite (2.2 equiv.) and the resulting mixture was heated at reflux for 16 h. After, the reaction was cooled down to r.t. While cooling, a solid precipitation was observed. The solid was filtrated and dried under vacuum to give ... Starting materials: BrC=1C=CC(=C(C1)[C@@](CSC1(CCC1)C(=O)OCC)(C)NCC1=C(C=C(C=C1)OC)OC)F ((R)-ethyl 1-(2-(5-bromo-2-fluorophenyl)-2-(2,4-dimethoxybenzylamino)propylthio)cyclobutanecarboxylate), [OH-].[Na+] (NaOH), Cl (HCl). The solvent is C(C)O (ethanol). Reaction conditions: temperature 70 celsius, time 2 hour. The product is BrC=1C=CC(=C(C1)[C@@](CSC1(CCC1)C(=O)O)(C)NCC1=C(C=C(C=C1)OC)OC)F ((R)-1-(2-(5-bromo-2-fluorophenyl)-2-(2,4-dimethoxybenzylamino)propylthio)cyclobutanecarboxylic acid). Yield: 94.9%. RXN SMILES: [Br:1][C:2]1[CH:3]=[CH:4][C:5]([F:33])=[C:6]([C@:8]([NH:21][CH2:22][C:23]2[CH:28]=[CH:27][C:26]([O:29][CH3:30])=[CH:25][C:24]=2[O:31][CH3:32])([CH3:20])[CH2:9][S:10][C:11]2([C:15]([O:17]CC)=[O:16])[CH2:14][CH2:13][CH2:12]2)[CH:7]=1.[OH-].[Na+].Cl>C(O)C>[Br:1][C:2]1[CH:3]=[CH:4][C:5]([F:33])=[C:6]([C@:8]([NH:21][CH2:22][C:23]2[CH:28]=[CH:27][C:26]([O:29][CH3:30])=[CH:25][C:24]=2[O:31][CH3:32])([CH3:20])[CH2:9][S:10][C:11]2([C:15]([OH:17])=[O:16])[CH2:14][CH2:13][CH2:12]2)[CH:7]=1 |f:1.2|. Reported procedure: To a solution of (R)-ethyl 1-(2-(5-bromo-2-fluorophenyl)-2-(2,4-dimethoxybenzylamino)propylthio)cyclobutanecarboxylate (2 g, 3.7 mmol, Eq: 1.00) in ethanol (50 ml) was added 3 N NaOH (2.47 ml, 7.4 mmol, Eq: 2.0). The reaction solution was stirred at 70° C. for 2 hours. 1 N HCl (7.4 ml, 7.4 mmol, Eq: 2.0) was added to the reaction mixture at 23° C. (pH=5-6). After evaporation the residue was triturated with dichloromethane/methanol 9:1 and solid Na2SO4 was added. The solid was filtered off and th...